Dataset: the Open Reaction Database (ORD), a public repository of structured organic reaction records. Task: describe an organic reaction: reactants, conditions, products, and yield Reactants: IC1=CN=C2N1C=C(C=C2C(F)(F)F)C2=CC=C(C=C2)C(F)(F)F (3-iodo-8-trifluoromethyl-6-(4-trifluoromethyl-phenyl)-imidazo[1,2-a]pyridine), C(#C)C=1C=NC=CC1 (3-ethynylpyridine). The product is N1=CC(=CC=C1)C#CC1=CN=C2N1C=C(C=C2C(F)(F)F)C2=CC=C(C=C2)C(F)(F)F (3-Pyridin-3-ylethynyl-8-trifluoromethyl-6-(4-trifluoromethyl-phenyl)-imidazo[1,2-a]pyridine), solid. Isolated yield 75.0%. As a reaction SMILES: I[C:2]1[N:6]2[CH:7]=[C:8]([C:15]3[CH:20]=[CH:19][C:18]([C:21]([F:24])([F:23])[F:22])=[CH:17][CH:16]=3)[CH:9]=[C:10]([C:11]([F:14])([F:13])[F:12])[C:5]2=[N:4][CH:3]=1.[C:25]([C:27]1[CH:28]=[N:29][CH:30]=[CH:31][CH:32]=1)#[CH:26]>>[N:29]1[CH:30]=[CH:31][CH:32]=[C:27]([C:25]#[C:26][C:2]2[N:6]3[CH:7]=[C:8]([C:15]4[CH:16]=[CH:17][C:18]([C:21]([F:23])([F:22])[F:24])=[CH:19][CH:20]=4)[CH:9]=[C:10]([C:11]([F:14])([F:13])[F:12])[C:5]3=[N:4][CH:3]=2)[CH:28]=1. Procedure: The title compound was prepared from 3-iodo-8-trifluoromethyl-6-(4-trifluoromethyl-phenyl)-imidazo[1,2-a]pyridine (example C.18 step 6) (460 mg, 1 mmol) and commercially available 3-ethynylpyridine (105 mg, 1 mmol) according to general procedure II. Obtained as a white solid (330 mg, 75%). MS (ISP) 432.1 [(M+H)+]; mp 169-170° C.